This data is from the Open Reaction Database (ORD), a public repository of structured organic reaction records. The task is: describe an organic reaction: reactants, conditions, products, and yield The reactants are ClC=1C(N(C2=CC=C(C=C2N1)C(=O)OC)CC1=CC=C(C=C1)OC)=O (Methyl 3-chloro-1-(4-methoxybenzyl)-2-oxo-1,2-dihydroquinoxaline-6-carboxylate), S(O)(O)(=O)=O (sulfuric acid). Yields the product ClC=1C(NC2=CC=C(C=C2N1)C(=O)OC)=O (methyl 3-chloro-2-oxo-1,2-dihydroquinoxaline-6-carboxylate). RXN SMILES: [Cl:1][C:2]1[C:3](=[O:25])[N:4](CC2C=CC(OC)=CC=2)[C:5]2[C:10]([N:11]=1)=[CH:9][C:8]([C:12]([O:14][CH3:15])=[O:13])=[CH:7][CH:6]=2.S(=O)(=O)(O)O>>[Cl:1][C:2]1[C:3](=[O:25])[NH:4][C:5]2[C:10]([N:11]=1)=[CH:9][C:8]([C:12]([O:14][CH3:15])=[O:13])=[CH:7][CH:6]=2. Procedure: Methyl 3-chloro-1-(4-methoxybenzyl)-2-oxo-1,2-dihydroquinoxaline-6-carboxylate (13 g, 36.31 mmol) was added to sulfuric acid (conc, 15 ml) in several batches with stirring at room temperature and then stirred an additional 10 mins. The resulting solution was quenched with ice-water (100 ml), adjusted to PH=7 with aqueous sodium hydroxide (10 N), and extracted with 1-butanol (3×200 ml). The organic layers were combined, dried over anhydrous magnesium sulfate, and concentrated in vacuo to afford m... The reactants are [Li]CCCC (BuLi), solution, BrC1=NC=C(C=C1)CCO[Si](C)(C)C(C)(C)C (2-bromo-5-[2-(tert-butyldimethylsilyloxy)ethyl]pyridine), CN(C)C=O (DMF), [BH4-].[Na+] (NaBH4). Run in CO (MeOH), hexanes, C1CCOC1 (THF). Run at time 1 hour. Yields the product [Si](C)(C)(C(C)(C)C)OCCC=1C=CC(=NC1)CO ({5-[2-(tert-Butyldimethylsilyloxy)ethyl]pyridin-2-yl}methanol). As a reaction SMILES: [Li]CCCC.Br[C:7]1[CH:12]=[CH:11][C:10]([CH2:13][CH2:14][O:15][Si:16]([C:19]([CH3:22])([CH3:21])[CH3:20])([CH3:18])[CH3:17])=[CH:9][N:8]=1.CN([CH:26]=[O:27])C.[BH4-].[Na+]>C1COCC1.CO>[Si:16]([O:15][CH2:14][CH2:13][C:10]1[CH:11]=[CH:12][C:7]([CH2:26][OH:27])=[N:8][CH:9]=1)([C:19]([CH3:22])([CH3:21])[CH3:20])([CH3:18])[CH3:17] |f:3.4|. Reported procedure: BuLi (14.6 ml of a 1.6 M solution in hexanes, 23 mmol) was added to a stirred solution of 2-bromo-5-[2-(tert-butyldimethylsilyloxy)ethyl]pyridine (4.92 g, 15.6 mmol) in THF (100 ml) at −78° C. The resulting pale yellow solution was stirred for 1 h and then DMF (3.6 ml, 46.6 mmol) was added in one portion. The reaction mixture was warmed to room temperature and stirred for 90 min. MeOH (70 ml) was added, followed by NaBH4 (589 mg, 15.6 mmol) and stirring was continued for a further 1 h. The react... The reactants are Cl.C(C1=CC=CC=C1)N1CC(CCC1)C1=CC(=CC=C1)OC ((-)-N-benzyl-3-(3-methoxyphenyl)piperidine hydrochloride). Reagents/catalysts: [Pd] (Pd/C). Solvent: C(C)O (ethanol). Yields the product Cl.COC=1C=C(C=CC1)C1CNCCC1 ((+)-3-(3-Methoxyphenyl)piperidine hydrochloride). Reaction SMILES: [ClH:1].C([N:9]1[CH2:14][CH2:13][CH2:12][CH:11]([C:15]2[CH:20]=[CH:19][CH:18]=[C:17]([O:21][CH3:22])[CH:16]=2)[CH2:10]1)C1C=CC=CC=1>C(O)C.[Pd]>[ClH:1].[CH3:22][O:21][C:17]1[CH:16]=[C:15]([CH:11]2[CH2:12][CH2:13][CH2:14][NH:9][CH2:10]2)[CH:20]=[CH:19][CH:18]=1 |f:0.1,4.5|. Reported procedure: (-)-N-benzyl-3-(3-methoxyphenyl)piperidine hydrochloride (3.8 g, 0.0120 mol) was dissolved in ethanol (80 ml), 10% Pd/C was added and the mixture was hydrogenated at room temperature and atmospheric pressure (28 h). The catalyst was removed (Celite) by filtration, the solvent was evaporated off and the crystalline residue was recrystallized from methanol-ether giving the desired (+)-3-(3-methoxyphenyl)-piperidine hydrochloride (2.54 g, 30% total yield of the maximal theoretical) m.p. 175.5°-177°... Starting materials: [N+](=O)([O-])C=1C=CC2=C(C(=C(C(O2)(C)C)CNCCO)N2C(C=CC=C2)=O)C1 (6-nitro-2,2-dimethyl-3-(2-hydroxyethylamino)methyl-4-(2-oxo-1,2-dihydropyridin-1-yl)-2H-1-benzopyran), Cl (hydrochloric acid). The solvent is C(C)OCC (diethylether). The product is Cl.[N+](=O)([O-])C=1C=CC2=C(C(=C(C(O2)(C)C)CNCCO)N2C(C=CC=C2)=O)C1 (6-nitro-2,2-dimethyl-3-(2-hydroxyethylamino)methyl-4-(2-oxo-1,2-dihydropyridin-1-yl)-2H-1-benzopyran hydrochloride). RXN SMILES: [N+:1]([C:4]1[CH:5]=[CH:6][C:7]2[O:12][C:11]([CH3:14])([CH3:13])[C:10]([CH2:15][NH:16][CH2:17][CH2:18][OH:19])=[C:9]([N:20]3[CH:25]=[CH:24][CH:23]=[CH:22][C:21]3=[O:26])[C:8]=2[CH:27]=1)([O-:3])=[O:2].[ClH:28]>C(OCC)C>[ClH:28].[N+:1]([C:4]1[CH:5]=[CH:6][C:7]2[O:12][C:11]([CH3:13])([CH3:14])[C:10]([CH2:15][NH:16][CH2:17][CH2:18][OH:19])=[C:9]([N:20]3[CH:25]=[CH:24][CH:23]=[CH:22][C:21]3=[O:26])[C:8]=2[CH:27]=1)([O-:3])=[O:2] |f:3.4|. Procedure: A solution of 6-nitro-2,2-dimethyl-3-(2-hydroxyethylamino)methyl-4-(2-oxo-1,2-dihydropyridin-1-yl)-2H-1-benzopyran (0.44 g, 1.18 mmol) in diethylether was treated with excess ethanolic hydrochloric acid (2M) and the resulting precipitate isolated by filtration, to give 0.36 g of 6-nitro-2,2-dimethyl-3-(2-hydroxyethylamino)methyl-4-(2-oxo-1,2-dihydropyridin-1-yl)-2H-1-benzopyran hydrochloride, m.p. 225° C. The reactants are CC(=O)N1CCc2cc(Br)c(N3CC(C)N(C)C(C)C3)cc21, C[Sn](C)(C)C. Product: CC(=O)N1CCc2cc(C)c(N3CC(C)N(C)C(C)C3)cc21. Reaction SMILES: [C:1]([CH3:2])(=[O:3])[N:4]1[CH2:5][CH2:6][c:7]2[cH:8][c:9]([Br:22])[c:10]([N:13]3[CH2:14][CH:15]([CH3:21])[N:16]([CH3:20])[CH:17]([CH3:19])[CH2:18]3)[cH:11][c:12]21.[CH3:23][Sn:24]([CH3:25])([CH3:26])[CH3:27]>>[C:1]([CH3:2])(=[O:3])[N:4]1[CH2:5][CH2:6][c:7]2[cH:8][c:9]([CH3:23])[c:10]([N:13]3[CH2:14][CH:15]([CH3:21])[N:16]([CH3:20])[CH:17]([CH3:19])[CH2:18]3)[cH:11][c:12]21. Reactants: COC(=O)C(O)=CC(=O)N(C)Cc1ccc(F)cc1, CC(C)N, CN1CC(C(=O)N(C)Cc2ccc(F)cc2)=C(O)C1=O. Product: CC(C)N1CC(C(=O)N(C)Cc2ccc(F)cc2)=C(O)C1=O. RXN SMILES: [CH3:1][O:2][C:3](=[O:4])[C:5]([OH:6])=[CH:7][C:8](=[O:9])[N:10]([CH2:11][c:12]1[cH:13][cH:14][c:15]([F:16])[cH:17][cH:18]1)[CH3:19].[CH3:20][CH:21]([CH3:22])[NH2:23].[F:24][c:25]1[cH:26][cH:27][c:28]([CH2:29][N:30]([C:31](=[O:32])[C:33]2=[C:37]([OH:38])[C:36](=[O:39])[N:35]([CH3:40])[CH2:34]2)[CH3:41])[cH:42][cH:43]1>>[CH3:20][CH:21]([CH3:22])[N:23]1[CH2:34][C:33]([C:31]([N:30]([CH2:29][c:28]2[cH:27][cH:26][c:25]([F:24])[cH:43][cH:42]2)[CH3:41])=[O:32])=[C:37]([OH:38])[C:36]1=[O:39].